From a dataset of the Open Reaction Database (ORD), a public repository of structured organic reaction records. describe an organic reaction: reactants, conditions, products, and yield Reactants: N#CN1C(=O)CCC1=O, CCCCN, C1CCOC1. Yields the product CCCCNC(=O)CCC(=O)NC#N. As a reaction SMILES: [C:1](#[N:2])[N:3]1[C:4](=[O:9])[CH2:5][CH2:6][C:7]1=[O:8].[CH2:10]([CH2:11][CH2:12][CH3:13])[NH2:14].[CH2:15]1[O:16][CH2:17][CH2:18][CH2:19]1>>[C:1](#[N:2])[NH:3][C:4]([CH2:5][CH2:6][C:7](=[O:8])[NH:14][CH2:10][CH2:11][CH2:12][CH3:13])=[O:9]. The reactants are O1CCOCC1 (1,4-dioxane), ClC1=CC(=NC(=N1)NC)N1C[C@H](CC[C@H]1C)C(=O)NCC1=CC=CC=C1 ((3S,6R)-1-[6-Chloro-2-(methylamino)-4-pyrimidinyl]-6-methyl-N-(phenylmethyl)-3-piperidinecarboxamide), C(#N)C1=C(C=C(C=C1)B(O)O)F ((4-cyano-3-fluorophenyl)boronic acid), [O-]P(=O)([O-])[O-].[K+].[K+].[K+] (K3PO4). Reagents/catalysts: C=1C=CC(=CC1)/C=C/C(=O)/C=C/C2=CC=CC=C2.C=1C=CC(=CC1)/C=C/C(=O)/C=C/C2=CC=CC=C2.C=1C=CC(=CC1)/C=C/C(=O)/C=C/C2=CC=CC=C2.[Pd].[Pd] (Pd2(dba)3), C1(CCCCC1)P(C1CCCCC1)C1CCCCC1 (tricyclohexylphosphine). The solvent is O (water). Conditions: temperature 100 celsius. Yields the product C(#N)C1=C(C=C(C=C1)C1=CC(=NC(=N1)NC)N1C[C@H](CC[C@H]1C)C(=O)NCC1=CC=CC=C1)F ((3S,6R)-1-[6-(4-Cyano-3-fluorophenyl)-2-(methylamino)-4-pyrimidinyl]-6-methyl-N-(phenylmethyl)-3-piperidinecarboxamide). Yield: 173.4%. RXN SMILES: Cl[C:2]1[N:7]=[C:6]([NH:8][CH3:9])[N:5]=[C:4]([N:10]2[C@H:15]([CH3:16])[CH2:14][CH2:13][C@H:12]([C:17]([NH:19][CH2:20][C:21]3[CH:26]=[CH:25][CH:24]=[CH:23][CH:22]=3)=[O:18])[CH2:11]2)[CH:3]=1.[C:27]([C:29]1[CH:34]=[CH:33][C:32](B(O)O)=[CH:31][C:30]=1[F:38])#[N:28].[O-]P([O-])([O-])=O.[K+].[K+].[K+].O1CCOCC1>C1C=CC(/C=C/C(/C=C/C2C=CC=CC=2)=O)=CC=1.C1C=CC(/C=C/C(/C=C/C2C=CC=CC=2)=O)=CC=1.C1C=CC(/C=C/C(/C=C/C2C=CC=CC=2)=O)=CC=1.[Pd].[Pd].C1(P(C2CCCCC2)C2CCCCC2)CCCCC1.O>[C:27]([C:29]1[CH:34]=[CH:33][C:32]([C:2]2[N:7]=[C:6]([NH:8][CH3:9])[N:5]=[C:4]([N:10]3[C@H:15]([CH3:16])[CH2:14][CH2:13][C@H:12]([C:17]([NH:19][CH2:20][C:21]4[CH:26]=[CH:25][CH:24]=[CH:23][CH:22]=4)=[O:18])[CH2:11]3)[CH:3]=2)=[CH:31][C:30]=1[F:38])#[N:28] |f:2.3.4.5,7.8.9.10.11|. Procedure: (3S,6R)-1-[6-Chloro-2-(methylamino)-4-pyrimidinyl]-6-methyl-N-(phenylmethyl)-3-piperidinecarboxamide (300 mg, 0.80 mmol), (4-cyano-3-fluorophenyl)boronic acid (176 mg, 1.07 mmol, 1.3 equiv), Pd2(dba)3 (56 mg, 0.061 mmol, 0.075 equiv), tricyclohexylphosphine (34.5 mg, 0.123 mmol, 0.15 equiv), and K3PO4 (296 mg, 1.39 mmol, 1.7 equiv) were charged to a 30 mL microwave vial, followed by addition of 1,4-dioxane (6 mL) and water (2 mL). The mixture was bubbled with argon for 10 minutes, and heated at ...